From a dataset of the Open Reaction Database (ORD), a public repository of structured organic reaction records. describe an organic reaction: reactants, conditions, products, and yield The yield is 57.7%. Conditions: temperature 0 celsius, time 1 hour. The solvent is CCOC(=O)C (EtOAc), O (water), C1CCOC1 (THF). Procedure: Under a nitrogen atmosphere, add 4-hydroxybenzonitrile (4 g, 33.5 mmol), cycloheptanol (2.55 g, 22.3 mmol), tri-n-butylphosphine (8.25 mL, 33.5 mmol), and azodicarboxylate dipiperidine (8.45 g, 33.5 mmol) to anhydrous THF (60 mL) at 0° C. Stir the mixture at 0° C. for 1 h and then at room temperature for 12 h. Dilute with EtOAc (50 mL) and water (50 mL). Separate the layers and extract the aqueous phase with EtOAc (4×30 mL). Wash the combined organic extracts with water (30 mL) and brine (20 mL)... RXN SMILES: [OH:1][C:2]1[CH:9]=[CH:8][C:5]([C:6]#[N:7])=[CH:4][CH:3]=1.[CH:10]1(O)[CH2:16][CH2:15][CH2:14][CH2:13][CH2:12][CH2:11]1.C(P(CCCC)CCCC)CCC.N1CCCCC1.N1CCCCC1.N(C(O)=O)=NC(O)=O>CCOC(C)=O.O.C1COCC1>[CH:10]1([O:1][C:2]2[CH:9]=[CH:8][C:5]([C:6]#[N:7])=[CH:4][CH:3]=2)[CH2:16][CH2:15][CH2:14][CH2:13][CH2:12][CH2:11]1 |f:3.4.5|. Starting materials: OC1=CC=C(C#N)C=C1 (4-hydroxybenzonitrile), C1(CCCCCC1)O (cycloheptanol), C(CCC)P(CCCC)CCCC (tri-n-butylphosphine), N1CCCCC1.N1CCCCC1.N(=NC(=O)O)C(=O)O (azodicarboxylate dipiperidine). Yields the product C1(CCCCCC1)OC1=CC=C(C#N)C=C1 (4-Cycloheptyloxy-benzonitrile).